Dataset: the Open Reaction Database (ORD), a public repository of structured organic reaction records. Task: describe an organic reaction: reactants, conditions, products, and yield Reactants: COC(=O)c1cccc(S(=O)(=O)O)c1, O=S(Cl)Cl, c1ccncc1. Yields the product COC(=O)c1cccc(S(=O)(=O)Cl)c1. RXN SMILES: [CH3:1][O:2][C:3]([c:4]1[cH:5][c:6]([S:10](=[O:11])(=[O:12])[OH:13])[cH:7][cH:8][cH:9]1)=[O:14].[S:15]([Cl:16])([Cl:17])=[O:18].[cH:19]1[cH:20][cH:21][n:22][cH:23][cH:24]1>>[CH3:1][O:2][C:3]([c:4]1[cH:5][c:6]([S:10](=[O:11])(=[O:12])[Cl:17])[cH:7][cH:8][cH:9]1)=[O:14]. Starting materials: ClCCN(CCCl)Cc1ccccc1, CCN(C(C)C)C(C)C, Cl, COC(=O)C(N)CNC(=O)OC(C)(C)C. The product is COC(=O)C(CNC(=O)OC(C)(C)C)N1CCN(Cc2ccccc2)CC1. As a reaction SMILES: [CH2:17]([c:18]1[cH:19][cH:20][cH:21][cH:22][cH:23]1)[N:24]([CH2:25][CH2:26][Cl:30])[CH2:28][CH2:29][Cl:27].[CH:31]([N:32]([CH2:33][CH3:34])[CH:35]([CH3:36])[CH3:37])([CH3:38])[CH3:39].[ClH:1].[NH2:2][CH:3]([C:4](=[O:5])[O:6][CH3:7])[CH2:8][NH:9][C:10](=[O:11])[O:12][C:13]([CH3:14])([CH3:15])[CH3:16]>>[N:2]1([CH:3]([C:4](=[O:5])[O:6][CH3:7])[CH2:8][NH:9][C:10](=[O:11])[O:12][C:13]([CH3:14])([CH3:15])[CH3:16])[CH2:26][CH2:25][N:24]([CH2:17][c:18]2[cH:19][cH:20][cH:21][cH:22][cH:23]2)[CH2:28][CH2:29]1. Starting materials: Cc1ccc(Cn2c(NC3CCNCC3)nc3ccccc32)o1, CO, c1ccc(OCC2CO2)cc1. The product is Cc1ccc(Cn2c(NC3CCN(CC(O)COc4ccccc4)CC3)nc3ccccc32)o1. RXN SMILES: [CH3:12][c:13]1[cH:14][cH:15][c:16]([CH2:18][n:19]2[c:20]([NH:28][CH:29]3[CH2:30][CH2:31][NH:32][CH2:33][CH2:34]3)[n:21][c:22]3[c:23]2[cH:24][cH:25][cH:26][cH:27]3)[o:17]1.[CH3:35][OH:36].[O:1]([c:2]1[cH:3][cH:4][cH:5][cH:6][cH:7]1)[CH2:8][CH:9]1[O:10][CH2:11]1>>[O:1]([c:2]1[cH:3][cH:4][cH:5][cH:6][cH:7]1)[CH2:8][CH:9]([OH:10])[CH2:11][N:32]1[CH2:31][CH2:30][CH:29]([NH:28][c:20]2[n:19]([CH2:18][c:16]3[cH:15][cH:14][c:13]([CH3:12])[o:17]3)[c:23]3[c:22]([n:21]2)[cH:27][cH:26][cH:25][cH:24]3)[CH2:34][CH2:33]1. Reactants: CCOC(=O)C (EtOAc), CCN(C(C)C)C(C)C (DIPEA), FC(OC1=CC=C(C=C1)CCN)F (2-[4-(difluoromethoxy)phenyl]ethanamine), ClC1=NC(=NC(=N1)Cl)OC (2,4-dichloro-6-methoxy-1,3,5-triazine). Run in O (water), C(C)#N (acetonitrile). Conditions: time 30 minute. Product: ClC1=NC(=NC(=N1)OC)NCCC1=CC=C(C=C1)OC(F)F (4-Chloro-N-{2-[4-(difluoromethoxy)phenyl]ethyl}-6-methoxy-1,3,5-triazin-2-amine). Yield: 31.7%. Reaction SMILES: Cl[C:2]1[N:7]=[C:6]([Cl:8])[N:5]=[C:4]([O:9][CH3:10])[N:3]=1.CCN(C(C)C)C(C)C.[F:20][CH:21]([F:32])[O:22][C:23]1[CH:28]=[CH:27][C:26]([CH2:29][CH2:30][NH2:31])=[CH:25][CH:24]=1.CCOC(C)=O>C(#N)C.O>[Cl:8][C:6]1[N:5]=[C:4]([O:9][CH3:10])[N:3]=[C:2]([NH:31][CH2:30][CH2:29][C:26]2[CH:25]=[CH:24][C:23]([O:22][CH:21]([F:20])[F:32])=[CH:28][CH:27]=2)[N:7]=1. Procedure: A solution of 1.8 g of 2,4-dichloro-6-methoxy-1,3,5-triazine in 40 ml of acetonitrile is cooled on an ice bath, 1.28 ml of DIPEA and then 1.68 g of 2-[4-(difluoromethoxy)phenyl]ethanamine are added and the mixture is stirred for 30 minutes. The reaction mixture is diluted by adding 100 ml of EtOAc and 50 ml of water, the phases are separated by settling, the organic phase is washed with saturated NaCl solution and dried over MgSO4, and the solvent is evaporated off under vacuum. The residue is t...